This data is from the Open Reaction Database (ORD), a public repository of structured organic reaction records. The task is: describe an organic reaction: reactants, conditions, products, and yield The reactants are CC(C)(C)OC(=O)NC1CCNC1, CC(=O)O[BH-](OC(C)=O)OC(C)=O, CO, CC(C)=O, COC(=O)Cn1c(-c2ccccc2C=O)c(C2CCCCC2)c2sc(C(=O)OC)cc21, CC(C)N1CCC(N)C1, Cl, Cl, [Na+]. Yields the product COC(=O)Cn1c(-c2ccccc2CNC2CCN(C(C)C)C2)c(C2CCCCC2)c2sc(C(=O)OC)cc21. RXN SMILES: [C:43]([O:44][C:45]([NH:46][CH:47]1[CH2:48][CH2:49][NH:50][CH2:51]1)=[O:52])([CH3:53])([CH3:54])[CH3:55].[C:56]([O:57][BH-:58]([O:59][C:60](=[O:61])[CH3:62])[O:63][C:64](=[O:65])[CH3:66])(=[O:67])[CH3:68].[CH3:70][OH:71].[CH3:72][C:73](=[O:74])[CH3:75].[CH:1]1([c:7]2[c:8]3[c:9]([n:10]([CH2:20][C:21](=[O:22])[O:23][CH3:24])[c:11]2-[c:12]2[c:13]([CH:18]=[O:19])[cH:14][cH:15][cH:16][cH:17]2)[cH:25][c:26]([C:28](=[O:29])[O:30][CH3:31])[s:27]3)[CH2:2][CH2:3][CH2:4][CH2:5][CH2:6]1.[CH:34]([CH3:35])([CH3:36])[N:37]1[CH2:38][CH:39]([NH2:42])[CH2:40][CH2:41]1.[ClH:32].[ClH:33].[Na+:69]>>[CH:1]1([c:7]2[c:8]3[c:9]([n:10]([CH2:20][C:21](=[O:22])[O:23][CH3:24])[c:11]2-[c:12]2[c:13]([CH2:18][NH:42][CH:39]4[CH2:38][N:37]([CH:34]([CH3:35])[CH3:36])[CH2:41][CH2:40]4)[cH:14][cH:15][cH:16][cH:17]2)[cH:25][c:26]([C:28](=[O:29])[O:30][CH3:31])[s:27]3)[CH2:2][CH2:3][CH2:4][CH2:5][CH2:6]1. Reactants: OCC1OC(n2cnc3c(Nc4ccccc4)cc(Cl)nc32)C(O)C1O, O. Yields the product OCC1OC(n2cnc3c(Nc4ccccc4)ccnc32)C(O)C1O. RXN SMILES: [Cl:1][c:2]1[cH:3][c:4]([NH:20][c:21]2[cH:22][cH:23][cH:24][cH:25][cH:26]2)[c:5]2[c:6]([n:7]1)[n:8]([CH:11]1[CH:12]([OH:13])[CH:14]([OH:15])[CH:16]([CH2:18][OH:19])[O:17]1)[cH:9][n:10]2.[OH2:27]>>[cH:2]1[cH:3][c:4]([NH:20][c:21]2[cH:22][cH:23][cH:24][cH:25][cH:26]2)[c:5]2[c:6]([n:7]1)[n:8]([CH:11]1[CH:12]([OH:13])[CH:14]([OH:15])[CH:16]([CH2:18][OH:19])[O:17]1)[cH:9][n:10]2. Starting materials: BrCc1ccccc1, CN(C)C=O, Cc1ccc(Cl)cc1NC(=S)SCc1ccccc1, [Na+], [OH-], O. The product is Cc1ccc(Cl)cc1N=C(SCc1ccccc1)SCc1ccccc1. Reaction SMILES: [Br:27][CH2:28][c:29]1[cH:30][cH:31][cH:32][cH:33][cH:34]1.[CH3:20][N:21]([CH3:22])[CH:23]=[O:24].[Cl:1][c:2]1[cH:3][c:4]([NH:9][C:10]([S:11][CH2:12][c:13]2[cH:14][cH:15][cH:16][cH:17][cH:18]2)=[S:19])[c:5]([CH3:8])[cH:6][cH:7]1.[Na+:26].[OH-:25].[OH2:35]>>[Cl:1][c:2]1[cH:3][c:4]([N:9]=[C:10]([S:11][CH2:12][c:13]2[cH:14][cH:15][cH:16][cH:17][cH:18]2)[S:19][CH2:28][c:29]2[cH:30][cH:31][cH:32][cH:33][cH:34]2)[c:5]([CH3:8])[cH:6][cH:7]1.